From a dataset of the Open Reaction Database (ORD), a public repository of structured organic reaction records. describe an organic reaction: reactants, conditions, products, and yield Reactants: O=C(O)C=CC(=O)O, ClCCl, CS(=O)(=O)Cl, CCN1CCCC1CNC(=O)c1cc(N)cc2c1OCC2. The product is CCN1CCCC1CNC(=O)c1cc(NS(C)(=O)=O)cc2c1OCC2. Reaction SMILES: [C:1]([OH:2])(=[O:3])[CH:4]=[CH:5][C:6]([OH:7])=[O:8].[CH2:35]([Cl:36])[Cl:37].[CH3:30][S:31]([Cl:32])(=[O:33])=[O:34].[NH2:9][c:10]1[cH:11][c:12]2[c:13]([c:17]([C:19](=[O:20])[NH:21][CH2:22][CH:23]3[N:24]([CH2:28][CH3:29])[CH2:25][CH2:26][CH2:27]3)[cH:18]1)[O:14][CH2:15][CH2:16]2>>[NH:9]([c:10]1[cH:11][c:12]2[c:13]([c:17]([C:19](=[O:20])[NH:21][CH2:22][CH:23]3[N:24]([CH2:28][CH3:29])[CH2:25][CH2:26][CH2:27]3)[cH:18]1)[O:14][CH2:15][CH2:16]2)[S:31]([CH3:30])(=[O:33])=[O:34].